Dataset: the Open Reaction Database (ORD), a public repository of structured organic reaction records. Task: describe an organic reaction: reactants, conditions, products, and yield Starting materials: O[C@H]1[C@@H]2N(C(=C(CS2)CSC=2SC(=NN2)C)C(=O)O)C1=O (7β-hydroxy-3-(5-methyl-1,3,4-thiadiazol-2-ylthiomethyl)-3-cephem-4-carboxylic acid), FC(F)(F)CC(=S)O (trifluoromethylthioacetic acid). The product is FC(F)(F)CC(=S)O[C@H]1[C@@H]2N(C(=C(CS2)CSC=2SC(=NN2)C)C(=O)O)C1=O (7β-Trifluoromethylthioacetoxy-3-(5-methyl-1,3,4-thiadiazol-2-ylthiomethyl)-3-cephem-4-carboxylic acid). As a reaction SMILES: [OH:1][C@@H:2]1[C:20](=[O:21])[N:4]2[C:5]([C:17]([OH:19])=[O:18])=[C:6]([CH2:9][S:10][C:11]3[S:12][C:13]([CH3:16])=[N:14][N:15]=3)[CH2:7][S:8][C@H:3]12.[F:22][C:23]([CH2:26][C:27](O)=[S:28])([F:25])[F:24]>>[F:22][C:23]([CH2:26][C:27]([O:1][C@@H:2]1[C:20](=[O:21])[N:4]2[C:5]([C:17]([OH:19])=[O:18])=[C:6]([CH2:9][S:10][C:11]3[S:12][C:13]([CH3:16])=[N:14][N:15]=3)[CH2:7][S:8][C@H:3]12)=[S:28])([F:25])[F:24]. Procedure details: Reaction of 7β-hydroxy-3-(5-methyl-1,3,4-thiadiazol-2-ylthiomethyl)-3-cephem-4-carboxylic acid and trifluoromethylthioacetic acid according to the procedure of Preparation 3 gives the title compound. Starting materials: [N-]=[N+]=[N-].[Na+] (sodium azide), C(OCC)(OCC)OCC (triethyl orthoformate), Cl.C(C)OC(CCCCN)=O (5-amino-valeric acid ethyl ester hydrochloride). Solvent: C(C)(=O)O (acetic acid). Reaction conditions: time 6 hour. Yields the product C(C)OC(CCCCN1N=NN=C1)=O (5-(tetrazol-1-yl)-valeric acid ethyl ester). Reaction SMILES: [N-:1]=[N+:2]=[N-:3].[Na+].[CH:5](OCC)(OCC)OCC.Cl.[CH2:16]([O:18][C:19](=[O:25])[CH2:20][CH2:21][CH2:22][CH2:23][NH2:24])[CH3:17]>C(O)(=O)C>[CH2:16]([O:18][C:19](=[O:25])[CH2:20][CH2:21][CH2:22][CH2:23][N:24]1[CH:5]=[N:3][N:2]=[N:1]1)[CH3:17] |f:0.1,3.4|. Reported procedure: 13 g of sodium azide and 59 ml of triethyl orthoformate are added to a solution of 13.4 g of 5-amino-valeric acid ethyl ester hydrochloride in 89 ml of acetic acid and the whole is stirred for 6 hours at 100°. The reaction mixture is cooled and partitioned betwen ethyl acetate and water. The organic phase is washed several times with saturated sodium bicarbonate solution and once with brine and, after drying over sodium sulphate, is concentrated. After purification by chromatography over silica ...